From a dataset of the Open Reaction Database (ORD), a public repository of structured organic reaction records. describe an organic reaction: reactants, conditions, products, and yield The reactants are COC([C@H](CCCC1=CC=CC=C1)[C@@H](C(=O)N1CCOCC1)O)=O ((R)-2-((S)-1-Hydroxy-2-morpholin-4-yl-2-oxo-ethyl)-5-phenyl-pentanoic acid methyl ester), O[Li].O (LiOH.H2O). Run in C1CCOC1 (THF), O (water), O (water), C1CCOC1 (THF). Run at time 2.5 hour. Yields the product O[C@H](C(=O)N1CCOCC1)[C@H](C(=O)O)CCCC1=CC=CC=C1 ((R)-2-((S)-1-Hydroxy-2-morpholin-4-yl-2-oxo-ethyl)-5-phenyl-pentanoic acid). The yield is 81.2%. Reaction SMILES: C[O:2][C:3](=[O:24])[C@@H:4]([C@H:14]([OH:23])[C:15]([N:17]1[CH2:22][CH2:21][O:20][CH2:19][CH2:18]1)=[O:16])[CH2:5][CH2:6][CH2:7][C:8]1[CH:13]=[CH:12][CH:11]=[CH:10][CH:9]=1.O[Li].O>C1COCC1.O>[OH:23][C@@H:14]([C@@H:4]([CH2:5][CH2:6][CH2:7][C:8]1[CH:9]=[CH:10][CH:11]=[CH:12][CH:13]=1)[C:3]([OH:24])=[O:2])[C:15]([N:17]1[CH2:22][CH2:21][O:20][CH2:19][CH2:18]1)=[O:16] |f:1.2|. Procedure details: A solution of (R)-2-((S)-1-Hydroxy-2-morpholin-4-yl-2-oxo-ethyl)-5-phenyl-pentanoic acid methyl ester (230 mg, 0.69 mmol) and LiOH.H2O (57.5 mg, 1.37 mmol) in a mixture of THF and water (2:1, 6 ml) was stirred at room temperature for 2.5 hrs. The reaction was diluted with water and THF removed under reduced pressure. The pH of the aqueous solution was adjusted to 5 with 1N HCl and extracted with ethyl acetate. The combined organic extracts were dried over MgSO4 and evaporated under reduced press... Reactants: BrC1=C2C=NC(=NC2=CC=C1)NC[C@H]1N(CCC[C@H]1C)C(=O)C1=C(C=CC(=C1)C)N1N=CC=N1 (((2S,3R)-2-(((5-bromoquinazolin-2-yl)amino)methyl)-3-methylpiperidin-1-yl)(5-methyl-2-(2H-1,2,3-triazol-2-yl)phenyl)methanone), C(=O)[O-].[NH4+] (HCOONH4). The reagents and catalysts are C=1C=CC(=CC1)[P](C=2C=CC=CC2)(C=3C=CC=CC3)[Pd]([P](C=4C=CC=CC4)(C=5C=CC=CC5)C=6C=CC=CC6)([P](C=7C=CC=CC7)(C=8C=CC=CC8)C=9C=CC=CC9)[P](C=1C=CC=CC1)(C=1C=CC=CC1)C=1C=CC=CC1 (Pd(PPh3)4). The solvent is O1CCOCC1 (dioxane), O (water). Conditions: temperature 100 celsius. The product is C[C@H]1[C@H](N(CCC1)C(=O)C1=C(C=CC(=C1)C)N1N=CC=N1)CNC1=NC2=CC=CC=C2C=N1 (((2S,3R)-3-Methyl-2-((quinazolin-2-ylamino)methyl)piperidin-1-yl)(5-methyl-2-(2H-1,2,3-triazol-2-yl)phenyl)methanone). Reaction SMILES: Br[C:2]1[CH:11]=[CH:10][CH:9]=[C:8]2[C:3]=1[CH:4]=[N:5][C:6]([NH:12][CH2:13][C@@H:14]1[C@H:19]([CH3:20])[CH2:18][CH2:17][CH2:16][N:15]1[C:21]([C:23]1[CH:28]=[C:27]([CH3:29])[CH:26]=[CH:25][C:24]=1[N:30]1[N:34]=[CH:33][CH:32]=[N:31]1)=[O:22])=[N:7]2.C([O-])=O.[NH4+]>O1CCOCC1.O.C1C=CC([P]([Pd]([P](C2C=CC=CC=2)(C2C=CC=CC=2)C2C=CC=CC=2)([P](C2C=CC=CC=2)(C2C=CC=CC=2)C2C=CC=CC=2)[P](C2C=CC=CC=2)(C2C=CC=CC=2)C2C=CC=CC=2)(C2C=CC=CC=2)C2C=CC=CC=2)=CC=1>[CH3:20][C@@H:19]1[CH2:18][CH2:17][CH2:16][N:15]([C:21]([C:23]2[CH:28]=[C:27]([CH3:29])[CH:26]=[CH:25][C:24]=2[N:30]2[N:31]=[CH:32][CH:33]=[N:34]2)=[O:22])[C@@H:14]1[CH2:13][NH:12][C:6]1[N:5]=[CH:4][C:3]2[C:8](=[CH:9][CH:10]=[CH:11][CH:2]=2)[N:7]=1 |f:1.2,^1:49,51,70,89|. Reported procedure: A mixture of ((2S,3R)-2-(((5-bromoquinazolin-2-yl)amino)methyl)-3-methylpiperidin-1-yl)(5-methyl-2-(2H-1,2,3-triazol-2-yl)phenyl)methanone (0.057 g, 0.111 mmol), HCOONH4 (0.14 g, 0.222 mmol) and Pd(PPh3)4 (0.026 g, 0.022 mmol) in dioxane and water (4:1, 2 mL) was heated for 2 h at 100° C. The mixture was cooled to rt and filtered through diatomaceous earth. The solvent was removed and the crude residue was purified via silica gel chromatography to obtain the title compound. ESI-MS (m/z): 442 [M+...